This data is from the Open Reaction Database (ORD), a public repository of structured organic reaction records. The task is: describe an organic reaction: reactants, conditions, products, and yield Reactants: CCCCCCO, Cl, NCCCCC(N)C(=O)O, [Na+], [OH-]. Yields the product Cl, NC1CCCCNC1=O. RXN SMILES: [CH2:14]([OH:15])[CH2:16][CH2:17][CH2:18][CH2:19][CH3:20].[ClH:1].[NH2:2][CH2:3][CH2:4][CH2:5][CH2:6][CH:7]([NH2:8])[C:9]([OH:10])=[O:11].[Na+:13].[OH-:12]>>[ClH:1].[NH:2]1[CH2:3][CH2:4][CH2:5][CH2:6][CH:7]([NH2:8])[C:9]1=[O:11]. The reactants are C1(CCCCC1)N=C=NC1CCCCC1 (DCC), C(CCC)N (n-butylamine), C(C)(C)(C)OC(=O)N[C@@H]1CC2=CC(=CC=C2CC1)OCC(=O)O ((2S)-2-tert-butoxycarbonylamino-7-hydroxycarbonylmethoxy-tetralin), ON1C(CCC1=O)=O (N-hydroxysuccinimide). The solvent is C(C)OCC (ethyl ether), C(C)#N (acetonitrile). Reaction conditions: time 8 hour. Yields the product C(C)(C)(C)OC(=O)N[C@@H]1CC2=CC(=CC=C2CC1)OCC(=O)NCCCC ((2S)-2-tert-butoxycarbonylamino-7-(n-butylaminocarbonylmethoxy)-tetralin). Reaction SMILES: [C:1]([O:5][C:6]([NH:8][C@H:9]1[CH2:18][CH2:17][C:16]2[C:11](=[CH:12][C:13]([O:19][CH2:20][C:21]([OH:23])=O)=[CH:14][CH:15]=2)[CH2:10]1)=[O:7])([CH3:4])([CH3:3])[CH3:2].O[N:25]1[C:29](=O)[CH2:28][CH2:27][C:26]1=O.C1(N=C=NC2CCCCC2)CCCCC1.C(N)CCC>C(#N)C.C(OCC)C>[C:1]([O:5][C:6]([NH:8][C@H:9]1[CH2:18][CH2:17][C:16]2[C:11](=[CH:12][C:13]([O:19][CH2:20][C:21]([NH:25][CH2:26][CH2:27][CH2:28][CH3:29])=[O:23])=[CH:14][CH:15]=2)[CH2:10]1)=[O:7])([CH3:3])([CH3:4])[CH3:2]. Procedure details: 4 g (0.0013 mole) of (2S)-2-tert-butoxycarbonylamino-7-hydroxycarbonylmethoxy-tetralin and 1.66 g (0.0143 mole) of N-hydroxysuccinimide in 40 ml of acetonitrile were stirred at ambient temperature for 3 hours and 2.95 g (0.0143 mole) of DCC (dicyclohexylcarbodiimide) in 15 ml of ethyl ether were added. 1.3 ml (0.0195 mole) of n-butylamine were then added and it was stirred at ambient temperature overnight. The solvent was evaporated off, the residue was taken up in water; it was extracted with e... Starting materials: CC#N, CCOC(C)=O, [N-]=[N+]=[N-], [Na+], O, O=c1ccccn1-c1ccc(-n2cnc(CO)c2)cc1, O=S(Cl)Cl. Yields the product [N-]=[N+]=NCc1cn(-c2ccc(-n3ccccc3=O)cc2)cn1. Reaction SMILES: [CH3:30][C:31]#[N:32].[CH3:33][CH2:34][O:35][C:36]([CH3:37])=[O:38].[N-:25]=[N+:26]=[N-:27].[Na+:28].[OH2:29].[OH:1][CH2:2][c:3]1[n:4][cH:5][n:6](-[c:8]2[cH:9][cH:10][c:11](-[n:14]3[c:15](=[O:20])[cH:16][cH:17][cH:18][cH:19]3)[cH:12][cH:13]2)[cH:7]1.[S:21]([Cl:22])([Cl:23])=[O:24]>>[CH2:2]([c:3]1[n:4][cH:5][n:6](-[c:8]2[cH:9][cH:10][c:11](-[n:14]3[c:15](=[O:20])[cH:16][cH:17][cH:18][cH:19]3)[cH:12][cH:13]2)[cH:7]1)[N:25]=[N+:26]=[N-:27]. Reactants: COC=1C=C(C2=C(C=C(O2)C2=CC=C(C=C2)OC)C1)C(C)(C)O (2-[5-Methoxy-2-(4-methoxy-phenyl)-benzofuran-7-yl]-propan-2-ol), Reagent. Run in C1CCOC1 (THF). Conditions: time 30 minute. Product: C(=C)(C)C1=CC(=CC=2C=C(OC21)C2=CC=C(C=C2)OC)OC (7-Isopropenyl-5-methoxy-2-(4-methoxy-phenyl)benzofuran). Isolated yield 75.8%. As a reaction SMILES: [CH3:1][O:2][C:3]1[CH:4]=[C:5]([C:20](O)([CH3:22])[CH3:21])[C:6]2[O:10][C:9]([C:11]3[CH:16]=[CH:15][C:14]([O:17][CH3:18])=[CH:13][CH:12]=3)=[CH:8][C:7]=2[CH:19]=1>C1COCC1>[C:20]([C:5]1[C:6]2[O:10][C:9]([C:11]3[CH:16]=[CH:15][C:14]([O:17][CH3:18])=[CH:13][CH:12]=3)=[CH:8][C:7]=2[CH:19]=[C:3]([O:2][CH3:1])[CH:4]=1)([CH3:22])=[CH2:21]. Reported procedure: 2-[5-Methoxy-2-(4-methoxy-phenyl)-benzofuran-7-yl]-propan-2-ol 115 (0.4 g, 1.3 mmol) and Burges Reagent (0.4 g, 1.7 mmol) in THF (10 ml) were heated to reflux. After 30 min, the reaction was cooled, concentrated and the product was purified by column chromatography on silica gel (10% Et OAc/Hexane) to give 116 as a solid (0.29 g, 77%). The reactants are COc1ccc(COc2cc(C#N)nc3ccc(C(F)(F)F)cc23)cc1, ClCCl, O=C(O)C(F)(F)F. Yields the product N#Cc1cc(O)c2cc(C(F)(F)F)ccc2n1. As a reaction SMILES: [CH3:1][O:2][c:3]1[cH:4][cH:5][c:6]([CH2:7][O:8][c:9]2[cH:10][c:11]([C:23]#[N:24])[n:12][c:13]3[cH:14][cH:15][c:16]([C:19]([F:20])([F:21])[F:22])[cH:17][c:18]23)[cH:25][cH:26]1.[Cl:34][CH2:35][Cl:36].[F:27][C:28]([F:29])([F:30])[C:31]([OH:32])=[O:33]>>[OH:8][c:9]1[cH:10][c:11]([C:23]#[N:24])[n:12][c:13]2[cH:14][cH:15][c:16]([C:19]([F:20])([F:21])[F:22])[cH:17][c:18]12. Solvent: O1CCOCC1 (dioxane), O1CCOCC1 (dioxane). Product: NCC1CCC(CC1)NS(=O)(=O)C1=C(C=CC(=C1)C=1C(=NC(=NC1)N)C)Cl (N-(4-Aminomethyl-cyclohexyl)-5-(2-amino-4-methyl-pyrimidin-5-yl)-2-chloro-benzenesulfonamide). Reported procedure: 4M HCl in dioxane (1.2 ml) is added to a stirred solution of {4-[5-(2-amino-4-methyl-pyrimidin-5-yl)-2-chloro-benzenesulfonylamino]-cyclohexylmethyl}-carbamic acid tert-butyl ester (Example 3-17) (0.25 g, 0.49 mmol) in dioxane (1 ml). After 18 h the solvent is removed to give the title compound. Reaction SMILES: Cl.C(OC(=O)[NH:8][CH2:9][CH:10]1[CH2:15][CH2:14][CH:13]([NH:16][S:17]([C:20]2[CH:25]=[C:24]([C:26]3[C:27]([CH3:33])=[N:28][C:29]([NH2:32])=[N:30][CH:31]=3)[CH:23]=[CH:22][C:21]=2[Cl:34])(=[O:19])=[O:18])[CH2:12][CH2:11]1)(C)(C)C>O1CCOCC1>[NH2:8][CH2:9][CH:10]1[CH2:15][CH2:14][CH:13]([NH:16][S:17]([C:20]2[CH:25]=[C:24]([C:26]3[C:27]([CH3:33])=[N:28][C:29]([NH2:32])=[N:30][CH:31]=3)[CH:23]=[CH:22][C:21]=2[Cl:34])(=[O:19])=[O:18])[CH2:12][CH2:11]1. Reactants: Cl (HCl), C(C)(C)(C)OC(NCC1CCC(CC1)NS(=O)(=O)C1=C(C=CC(=C1)C=1C(=NC(=NC1)N)C)Cl)=O ({4-[5-(2-amino-4-methyl-pyrimidin-5-yl)-2-chloro-benzenesulfonylamino]-cyclohexylmethyl}-carbamic acid tert-butyl ester). Starting materials: CCOC(=O)C(O)C(O)C(=O)OCC, Cc1c(OCC(F)(F)F)ccnc1CSc1nc2ccccc2[nH]1, Cc1ccccc1, CC(C)[O-], CC(C)[O-], CC(C)[O-], CC(C)[O-], CCN(C(C)C)C(C)C, [O-]O, O, [Ti+4], CC(C)c1ccccc1. Product: Cc1c(OCC(F)(F)F)ccnc1CS(=O)c1nc2ccccc2[nH]1. RXN SMILES: [C:2](=[O:3])([CH:4]([CH:5]([C:6]([O:7][CH2:8][CH3:9])=[O:10])[OH:11])[OH:12])[O:13][CH2:14][CH3:15].[CH3:16][c:17]1[c:18]([CH2:29][S:30][c:31]2[n:32][c:33]3[c:34]([nH:35]2)[cH:36][cH:37][cH:38][cH:39]3)[n:19][cH:20][cH:21][c:22]1[O:23][CH2:24][C:25]([F:26])([F:27])[F:28].[CH3:60][c:61]1[cH:62][cH:63][cH:64][cH:65][cH:66]1.[CH3:67][CH:68]([CH3:69])[O-:70].[CH3:72][CH:73]([CH3:74])[O-:75].[CH3:76][CH:77]([CH3:78])[O-:79].[CH3:80][CH:81]([CH3:82])[O-:83].[CH:40]([N:41]([CH2:42][CH3:43])[CH:44]([CH3:45])[CH3:46])([CH3:47])[CH3:48].[O-:49][OH:50].[OH2:1].[Ti+4:71].[c:51]1([CH:52]([CH3:53])[CH3:54])[cH:55][cH:56][cH:57][cH:58][cH:59]1>>[O:3]=[S:30]([CH2:29][c:18]1[c:17]([CH3:16])[c:22]([O:23][CH2:24][C:25]([F:26])([F:27])[F:28])[cH:21][cH:20][n:19]1)[c:31]1[nH:32][c:33]2[c:34]([n:35]1)[cH:36][cH:37][cH:38][cH:39]2. Starting materials: FC1=C(C=C(C=C1)F)C1=CC(=CC(=C1)N1C=NC2=C1C=CC(=C2)C=2C=NN(C2)CCN2CCOCC2)NC(C)=O (N-(2′,5′-difluoro-5-(5-(1-(2-morpholinoethyl)-1H-pyrazol-4-yl)-1H-benzo[d]-imidazol-1-yl)biphenyl-3-yl)acetamide), [OH-].[Na+] (NaOH). The solvent is C(C)O (ethanol). Conditions: temperature 100 celsius. Yields the product FC1=C(C=C(C=C1)F)C1=CC(=CC(=C1)N1C=NC2=C1C=CC(=C2)C=2C=NN(C2)CCN2CCOCC2)N (2′,5′-difluoro-5-(5-(1-(2-morpholinoethyl)-1H-pyrazol-4-yl)-1H-benzo[d]-imidazol-1-yl)biphenyl-3-amine). Isolated yield 90.0%. RXN SMILES: [F:1][C:2]1[CH:7]=[CH:6][C:5]([F:8])=[CH:4][C:3]=1[C:9]1[CH:14]=[C:13]([N:15]2[C:19]3[CH:20]=[CH:21][C:22]([C:24]4[CH:25]=[N:26][N:27]([CH2:29][CH2:30][N:31]5[CH2:36][CH2:35][O:34][CH2:33][CH2:32]5)[CH:28]=4)=[CH:23][C:18]=3[N:17]=[CH:16]2)[CH:12]=[C:11]([NH:37]C(=O)C)[CH:10]=1.[OH-].[Na+]>C(O)C>[F:1][C:2]1[CH:7]=[CH:6][C:5]([F:8])=[CH:4][C:3]=1[C:9]1[CH:14]=[C:13]([N:15]2[C:19]3[CH:20]=[CH:21][C:22]([C:24]4[CH:25]=[N:26][N:27]([CH2:29][CH2:30][N:31]5[CH2:32][CH2:33][O:34][CH2:35][CH2:36]5)[CH:28]=4)=[CH:23][C:18]=3[N:17]=[CH:16]2)[CH:12]=[C:11]([NH2:37])[CH:10]=1 |f:1.2|. Reported procedure: To a solution of the compound of Example 139 (2.2 g, 4.0 mmol) in ethanol (100 ml) was added aqueous solution of NaOH (2.0 g, 50 mmol, 12.5 eq.) and the mixture was heated at 100° C. for 4 h. The mixture was quenched and extracted as in Example 1(d). The solvent was distilled off to afford the product in 90% yield (1.8 g).